This data is from the Open Reaction Database (ORD), a public repository of structured organic reaction records. The task is: describe an organic reaction: reactants, conditions, products, and yield Product: N#Cc1ccc2c(cc(C(F)F)n2CC(=O)NN)c1Cl. Reaction SMILES: [CH2:22]1[O:23][CH2:24][CH2:25][CH2:26]1.[Cl:1][c:2]1[c:3]2[cH:4][c:5]([CH:17]([F:18])[F:19])[n:6]([CH2:13][C:14](=[O:15])[OH:16])[c:7]2[cH:8][cH:9][c:10]1[C:11]#[N:12].[NH2:20][NH2:21]>>[Cl:1][c:2]1[c:3]2[cH:4][c:5]([CH:17]([F:18])[F:19])[n:6]([CH2:13][C:14](=[O:15])[NH:20][NH2:21])[c:7]2[cH:8][cH:9][c:10]1[C:11]#[N:12]. Reactants: C1CCOC1, N#Cc1ccc2c(cc(C(F)F)n2CC(=O)O)c1Cl, NN.